Dataset: the Open Reaction Database (ORD), a public repository of structured organic reaction records. Task: describe an organic reaction: reactants, conditions, products, and yield The reactants are CO (methanol), CC(C)(C)[Si](OCCOC=1C=C2C=C(N(C2=CC1)C(=O)OCCC(C)(C)C)C(=O)[O-])(C)C (1-(1,1-dimethylethyl)2-ethyl 5-[(2-{[(1,1-dimethylethyl)(dimethyl)silyl]oxy}ethyl)oxy]-1H-indole-1,2-dicarboxylate), [Li+].[OH-] (LiOH). Run in C1CCOC1 (THF). Conditions: temperature 70 celsius. The product is OCCOC=1C=C2C=C(NC2=CC1)C(=O)O (5-[(2-Hydroxyethyl)oxy]-1H-indole-2-carboxylic acid), CC(C)(C)[Si](OCCOC=1C=C2C=C(NC2=CC1)C(=O)O)(C)C (5-[(2-{[(1,1-dimethylethyl)(dimethyl)silyl]oxy}ethyl)oxy]-1H-indole-2-carboxylic acid). Yield: 7.0%. As a reaction SMILES: CO.[CH3:3][C:4]([Si:7]([CH3:34])([CH3:33])[O:8][CH2:9][CH2:10][O:11][C:12]1[CH:13]=[C:14]2[C:18](=[CH:19][CH:20]=1)[N:17](C(OCCC(C)(C)C)=O)[C:16]([C:30]([O-:32])=[O:31])=[CH:15]2)([CH3:6])[CH3:5].[Li+].[OH-]>C1COCC1>[OH:8][CH2:9][CH2:10][O:11][C:12]1[CH:13]=[C:14]2[C:18](=[CH:19][CH:20]=1)[NH:17][C:16]([C:30]([OH:32])=[O:31])=[CH:15]2.[CH3:6][C:4]([Si:7]([CH3:34])([CH3:33])[O:8][CH2:9][CH2:10][O:11][C:12]1[CH:13]=[C:14]2[C:18](=[CH:19][CH:20]=1)[NH:17][C:16]([C:30]([OH:32])=[O:31])=[CH:15]2)([CH3:3])[CH3:5] |f:2.3|. Reported procedure: A methanol solution of 1-(1,1-dimethylethyl)2-ethyl 5-[(2-{[(1,1-dimethylethyl)(dimethyl)silyl]oxy}ethyl)oxy]-1H-indole-1,2-dicarboxylate (0.200 g, 0.431 mmol) was treated with 1 N LiOH (4 mL). A precipitate formed and THF was added to redissolve the material. The reaction was heated to 70° C. until the starting material was consumed, partitioned between EtOAc and water and the layers separated. The basic aqueous layer was acidified with conc. HCl and extracted with EtOAc. Purification was accom... Starting materials: CNC(C=CC1=CC(=CC=C1)[N+](=O)[O-])=O (N-methyl-3-(3-nitrophenyl)acrylamide), C(C)[SiH](CC)CC (triethylsilane). Reagents/catalysts: [Pd] (Pd—C). The solvent is CO (MeOH). Product: NC=1C=C(C=CC1)CC(C(=O)N)C (3-(3-aminophenyl)-methyl propanamide). The yield is 72.3%. RXN SMILES: C[NH:2][C:3](=[O:15])[CH:4]=[CH:5][C:6]1[CH:11]=[CH:10][CH:9]=[C:8]([N+:12]([O-])=O)[CH:7]=1.[CH2:16]([SiH](CC)CC)C>CO.[Pd]>[NH2:12][C:8]1[CH:7]=[C:6]([CH2:5][CH:4]([CH3:16])[C:3]([NH2:2])=[O:15])[CH:11]=[CH:10][CH:9]=1. Reported procedure: To a stirred solution of N-methyl-3-(3-nitrophenyl)acrylamide (4 g, 19.40 mmol) and Pd—C (10%, 200 mg) in MeOH (30.0 ml) was added triethylsilane (31 ml, 194 mmol) dropwise at room temperature over a period of 1 hr. Reaction progress was monitored by TLC. After completion of reaction, reaction mixture was filtered through celite bed. The filtrate was concentrated under vacuum to give the title compound (2.5 gm). The reactants are CC=1C=C2C=C(C(OC2=CC1OS(=O)(=O)C(F)(F)F)C(F)(F)F)C(=O)OCC (ethyl 6-methyl-2-(trifluoromethyl)-7-{[(trifluoromethyl)-sulfonyl]-oxy}-2H-chromene-3-carboxylate), P(=O)([O-])([O-])[O-].[K+].[K+].[K+] (potassium phosphate), C(C)(C)(C)P(C1=C(C=CC=C1)C1=CC=CC=C1)C(C)(C)C (2-(di-tert-butyl phosphino)biphenyl), C(C)C1=CC=C(C=C1)O (4-ethyl- phenol). Reagents/catalysts: C(C)(=O)[O-].[Pd+2].C(C)(=O)[O-] (palladium acetate). Run in C1(=CC=CC=C1)C (toluene), CCOC(=O)C (EtOAc). Run at temperature 110 celsius, time 4 hour. Product: C(C)C1=CC=C(OC2=C(C=C3C=C(C(OC3=C2)C(F)(F)F)C(=O)O)C)C=C1 (7-(4-Ethylphenoxy)-6-methyl-2-(trifluoromethyl)-2H-chromene-3-carboxylic acid). As a reaction SMILES: [CH3:1][C:2]1[CH:3]=[C:4]2[C:9](=[CH:10][C:11]=1OS(C(F)(F)F)(=O)=O)[O:8][CH:7]([C:20]([F:23])([F:22])[F:21])[C:6]([C:24]([O:26]CC)=[O:25])=[CH:5]2.P([O-])([O-])([O-])=O.[K+].[K+].[K+].C(P(C(C)(C)C)C1C=CC=CC=1C1C=CC=CC=1)(C)(C)C.[CH2:58]([C:60]1[CH:65]=[CH:64][C:63]([OH:66])=[CH:62][CH:61]=1)[CH3:59]>C([O-])(=O)C.[Pd+2].C([O-])(=O)C.CCOC(C)=O.C1(C)C=CC=CC=1>[CH2:58]([C:60]1[CH:65]=[CH:64][C:63]([O:66][C:11]2[CH:10]=[C:9]3[C:4]([CH:5]=[C:6]([C:24]([OH:26])=[O:25])[CH:7]([C:20]([F:23])([F:21])[F:22])[O:8]3)=[CH:3][C:2]=2[CH3:1])=[CH:62][CH:61]=1)[CH3:59] |f:1.2.3.4,7.8.9|. Procedure details: To the mixture of ethyl 6-methyl-2-(trifluoromethyl)-7-{[(trifluoromethyl)-sulfonyl]-oxy}-2H-chromene-3-carboxylate (0.3 g, 0.7 mmol ), powdered potassium phosphate(297 mg, 1.4 mmol), palladium acetate (15.7 mg, 0.07 mmol), and 2-(di-tert-butyl phosphino)biphenyl (31.3 mg, 0.105 mmol) and 4-ethyl- phenol (103 mg, 0.84 mmol) was added 4 mL of anhydrous toluene. The resulting mixture was heated to 110° C. and stirred at 110° C. for four hrs. LC-MS indicated that the reaction was completed. After c... Reactants: CC(C)(OC(=O)N[C@@H](CNC(=O)OCC1C2=CC=CC=C2C=2C=CC=CC12)C(=O)OC)C (N-[(1,1-dimethylethoxy)carbonyl]-3-[(9H-fluoren-9-ylmethoxy)carbonyl]amino-L-alanine, methyl ester), ClC1=C(C(=O)O)C=CC(=C1)C(=O)NCC1=CC(=CC=C1)O (2-chloro-4-[[[(3-hydroxyphenyl)methyl]amino]carbonyl]benzoic acid), material, C1(CCCCC1)N=C=NC1CCCCC1 (dicyclohexylcarbodiimide), C1=CC=CC=2C3=CC=CC=C3C(C12)COC(=O)NC[C@H](N)C(=O)OC (3-[(9H-fluoren-9-ylmethoxy)carbonyl]amino-L-alanine, methyl ester), FC(C(=O)O)(F)F.ClCCl (trifluoroacetic acid dichloromethane), C1=CC2=C(N=C1)N(N=N2)O (HOAT). The solvent is CN(C=O)C (N,N-dimethylformamide), O (Water). Product: ClC1=C(C(=O)N[C@@H](CNC(=O)OCC2C3=CC=CC=C3C=3C=CC=CC23)C(=O)OC)C=CC(=C1)C(=O)NCC1=CC(=CC=C1)O (N-[2-chloro-4-[[[(3-hydroxyphenyl)methyl]amino]carbonyl]benzoyl]-3-[(9H-fluoren-9-ylmethoxy)carbonyl]amino-L-alanine, methyl ester). Isolated yield 62.0%. Reaction SMILES: CC(C)(O[C:5]([NH:7][C@H:8]([C:28]([O:30][CH3:31])=[O:29])[CH2:9][NH:10][C:11]([O:13][CH2:14][CH:15]1[C:27]2[CH:26]=[CH:25][CH:24]=[CH:23][C:22]=2[C:21]2[C:16]1=[CH:17][CH:18]=[CH:19][CH:20]=2)=[O:12])=[O:6])C.C1C2C(COC(NC[C@@H](C(OC)=O)N)=O)C3C(=CC=CC=3)C=2C=CC=1.F[C:59](F)(F)[C:60]([OH:62])=O.ClCCl.[Cl:68][C:69]1[CH:77]=[C:76]([C:78]([NH:80][CH2:81][C:82]2[CH:87]=CC=[C:84](O)[CH:83]=2)=[O:79])[CH:75]=[CH:74][C:70]=1C(O)=O.C1C=NC2N(O)N=NC=2C=1.C1(N=C=NC2CCCCC2)CCCCC1>CN(C)C=O.O>[Cl:68][C:69]1[CH:77]=[C:76]([C:78]([NH:80][CH2:81][C:82]2[CH:83]=[CH:84][CH:59]=[C:60]([OH:62])[CH:87]=2)=[O:79])[CH:75]=[CH:74][C:70]=1[C:5]([NH:7][C@H:8]([C:28]([O:30][CH3:31])=[O:29])[CH2:9][NH:10][C:11]([O:13][CH2:14][CH:15]1[C:27]2[CH:26]=[CH:25][CH:24]=[CH:23][C:22]=2[C:21]2[C:16]1=[CH:17][CH:18]=[CH:19][CH:20]=2)=[O:12])=[O:6] |f:2.3|. Procedure details: A solution of N-[(1,1-dimethylethoxy)carbonyl]-3-[(9H-fluoren-9-ylmethoxy)carbonyl]amino-L-alanine, methyl ester (Example 62; 1.50 g, 3.4 mmol) was converted to crude 3-[(9H-fluoren-9-ylmethoxy)carbonyl]amino-L-alanine, methyl ester (1.30 g, 112% of the theoretical amount) by treatment with trifluoroacetic acid/dichloromethane (1:1). A portion of this material (0.50 g) was combined with 2-chloro-4-[[[(3-hydroxyphenyl)methyl]amino]carbonyl]benzoic acid (449 mg, 1.5 mmol), HOAT (219 mg, 1.6 mmol) ... Starting materials: Fc1ccc(F)c(CBr)c1, CCCCO, O=S([O-])c1ccc(Cl)cc1, [Na+]. The product is O=S(=O)(Cc1cc(F)ccc1F)c1ccc(Cl)cc1. Reaction SMILES: [Br:1][CH2:2][c:3]1[c:4]([F:10])[cH:5][cH:6][c:7]([F:9])[cH:8]1.[CH2:22]([OH:23])[CH2:24][CH2:25][CH3:26].[Cl:11][c:12]1[cH:13][cH:14][c:15]([S:18](=[O:19])[O-:20])[cH:16][cH:17]1.[Na+:21]>>[CH2:2]([c:3]1[c:4]([F:10])[cH:5][cH:6][c:7]([F:9])[cH:8]1)[S:18]([c:15]1[cH:14][cH:13][c:12]([Cl:11])[cH:17][cH:16]1)(=[O:19])=[O:20]. As a reaction SMILES: [CH3:1][C:2]1[C:6]([CH3:7])=[CH:5][S:4][C:3]=1[CH:8]([OH:14])[CH2:9][NH:10][CH:11]([CH3:13])[CH3:12].[C:15](O)(=[O:19])[CH:16]([CH3:18])[OH:17]>O>[C:15]([O:14][CH:8]([C:3]1[S:4][CH:5]=[C:6]([CH3:7])[C:2]=1[CH3:1])[CH2:9][NH:10][CH:11]([CH3:12])[CH3:13])(=[O:19])[CH:16]([CH3:18])[OH:17]. Procedure details: To 1.2 g of 1-(3-methyl-4-methylthiophenyl)-2-isopropylaminoethanol in 32 ml of water, 0.53 g of a 85% aqueous lactic acid solution are added. The product is heated in a water-bath for 2 hours at 50°, then the solution is lyophilised. (1.55g of the salt obtained are soluble in 5 ml of water). Run in O (water), O (water). The reactants are CC1=C(SC=C1C)C(CNC(C)C)O (1-(3-methyl-4-methylthiophenyl)-2-isopropylaminoethanol), C(C(O)C)(=O)O (lactic acid). Yields the product C(C(O)C)(=O)OC(CNC(C)C)C=1SC=C(C1C)C (1-(3-Methyl-4-methylthiophenyl)-2-isopropylaminoethanol lactate).